From a dataset of the Open Reaction Database (ORD), a public repository of structured organic reaction records. describe an organic reaction: reactants, conditions, products, and yield Reactants: C(#N)C=1C=C(C=CC1)N1N=C(C=C1C(=O)N1CCC2=CC(=CC=C12)C1=C(C=CC=C1)S(=O)(=O)N)C(F)(F)F (1-[[1-[3-Cyanophenyl]-3(trifluoromethyl)-1H-pyrazol-5-yl]carbonyl]-5-[2-(aminosulfonyl)phenyl]-2,3-dihydro-1H-indole), FC(C(=O)O)(F)F (trifluoroacetic acid). The reagents and catalysts are [Pd] (palladium on carbon). Run in CO (methanol). Yields the product FC(C(=O)O)(F)F (trifluoroacetic acid), NCC=1C=C(C=CC1)N1N=C(C=C1C(=O)N1CCC2=CC(=CC=C12)C1=C(C=CC=C1)S(=O)(=O)N)C(F)(F)F (1-[[1-[3-(Aminomethyl)phenyl]-3-(trifluoromethyl)-1H-pyrazol-5-yl]carbonyl]-5-[2-(aminosulfonyl)phenyl]-2,3-dihydro-1H-indole). Isolated yield 15.0%. RXN SMILES: [C:1]([C:3]1[CH:4]=[C:5]([N:9]2[C:13]([C:14]([N:16]3[C:24]4[C:19](=[CH:20][C:21]([C:25]5[CH:30]=[CH:29][CH:28]=[CH:27][C:26]=5[S:31]([NH2:34])(=[O:33])=[O:32])=[CH:22][CH:23]=4)[CH2:18][CH2:17]3)=[O:15])=[CH:12][C:11]([C:35]([F:38])([F:37])[F:36])=[N:10]2)[CH:6]=[CH:7][CH:8]=1)#[N:2].[F:39][C:40]([F:45])([F:44])[C:41]([OH:43])=[O:42]>CO.[Pd]>[F:39][C:40]([F:45])([F:44])[C:41]([OH:43])=[O:42].[NH2:2][CH2:1][C:3]1[CH:4]=[C:5]([N:9]2[C:13]([C:14]([N:16]3[C:24]4[C:19](=[CH:20][C:21]([C:25]5[CH:30]=[CH:29][CH:28]=[CH:27][C:26]=5[S:31]([NH2:34])(=[O:32])=[O:33])=[CH:22][CH:23]=4)[CH2:18][CH2:17]3)=[O:15])=[CH:12][C:11]([C:35]([F:36])([F:37])[F:38])=[N:10]2)[CH:6]=[CH:7][CH:8]=1. Procedure: 1-[[1-[3-Cyanophenyl]-3(trifluoromethyl)-1H-pyrazol-5-yl]carbonyl]-5-[2-(aminosulfonyl)phenyl]-2,3-dihydro-1H-indole (0.2 g, 0.34 mmol), prepared according to Example 4, was reduced under an atmosphere of hydrogen gas (55 psi) in methanol (5 mL) and trifluoroacetic acid in the presence of 10% palladium on carbon catalyst for 18 h at ambient temperature. The reaction mixture was filtered through a pad of Celite® and washed with methanol (3×). This product was treated with trifluoroacetic acid (1 ...